Dataset: the Open Reaction Database (ORD), a public repository of structured organic reaction records. Task: describe an organic reaction: reactants, conditions, products, and yield RXN SMILES: [F:1][C:2]1[CH:7]=[C:6]([F:8])[CH:5]=[CH:4][C:3]=1[C:9](=[O:18])[CH:10]([C:12]1[N:13]=[N:14][CH:15]=[CH:16][CH:17]=1)[CH3:11].Br[CH2:20]Cl.C([Li])CCC>CCCCCC>[F:1][C:2]1[CH:7]=[C:6]([F:8])[CH:5]=[CH:4][C:3]=1[C:9]1([CH:10]([C:12]2[N:13]=[N:14][CH:15]=[CH:16][CH:17]=2)[CH3:11])[CH2:20][O:18]1. Reactants: FC1=C(C=CC(=C1)F)C(C(C)C=1N=NC=CC1)=O (1-(2,4-Difluorophenyl)-2-(pyridazin-3-yl)propan-1-one), solution, BrCCl (bromochloromethane), C(CCC)[Li] (n-butyllithium). Solvent: CCCCCC (hexane). The yield is 56.8%. Reported procedure: Treatment of the product of part (ii) (2.0 g) with bromochloromethane (1.15 g) and n-butyllithium (5.28 ml of a 1.6M solution in hexane) according to the method of Example 11(iii) gave the title compound as a gum (1.20 g) which was used directly in the next stage. Yields the product FC1=C(C=CC(=C1)F)C1(OC1)C(C)C=1N=NC=CC1 (2-(2,4-Difluorophenyl)-2-(1-[pyridazin-3-yl]ethyl)oxirane). Reactants: S=C(c1ncc[nH]1)c1ncc[nH]1, CC(=O)N1CCN(c2ccc(N)cc2)CC1, CN(C)C=O. Product: CC(=O)N1CCN(c2ccc(N=C=S)cc2)CC1. RXN SMILES: [C:17](=[S:18])([c:19]1[nH:20][cH:21][cH:22][n:23]1)[c:24]1[nH:25][cH:26][cH:27][n:28]1.[C:1]([CH3:2])(=[O:3])[N:4]1[CH2:5][CH2:6][N:7]([c:10]2[cH:11][cH:12][c:13]([NH2:16])[cH:14][cH:15]2)[CH2:8][CH2:9]1.[CH3:29][N:30]([CH3:31])[CH:32]=[O:33]>>[C:1]([CH3:2])(=[O:3])[N:4]1[CH2:5][CH2:6][N:7]([c:10]2[cH:11][cH:12][c:13]([N:16]=[C:17]=[S:18])[cH:14][cH:15]2)[CH2:8][CH2:9]1. Starting materials: CCOC1=C(C(=O)N(C)C)S(=O)(=O)N=C1NCCSCc1ccc(CN(C)C)o1, CC#N. The product is CN(C)Cc1ccc(CSCCNC2=NS(=O)(=O)C(C(=O)N(C)C)=C2N)o1. As a reaction SMILES: [CH3:1][N:2]([CH3:3])[CH2:4][c:5]1[cH:6][cH:7][c:8]([CH2:10][S:11][CH2:12][CH2:13][NH:14][C:15]2=[N:16][S:17](=[O:28])(=[O:29])[C:18]([C:23]([N:24]([CH3:25])[CH3:26])=[O:27])=[C:19]2[O:20][CH2:21][CH3:22])[o:9]1.[CH3:30][C:31]#[N:32]>>[CH3:1][N:2]([CH3:3])[CH2:4][c:5]1[cH:6][cH:7][c:8]([CH2:10][S:11][CH2:12][CH2:13][NH:14][C:15]2=[N:16][S:17](=[O:28])(=[O:29])[C:18]([C:23]([N:24]([CH3:25])[CH3:26])=[O:27])=[C:19]2[NH2:32])[o:9]1. Reactants: [H-].[Na+] (sodium hydride), N(=[N+]=[N-])C[C@@H]1[C@@H](CN(CC1)C(=O)OC(C)(C)C)O (cis-4-azidomethyl-1-tert-butoxycarbonyl-3-hydroxypiperidine), O (Water), CI (Methyl iodide). The solvent is CN(C=O)C (dimethylformamide), CN(C=O)C (dimethylformamide). Reaction conditions: time 1 hour. Product: N(=[N+]=[N-])C[C@@H]1[C@@H](CN(CC1)C(=O)OC(C)(C)C)OC (cis-4-azidomethyl-1-tert-butoxycarbonyl-3-methoxypiperidine). As a reaction SMILES: [H-].[Na+].[N:3]([CH2:6][C@H:7]1[CH2:12][CH2:11][N:10]([C:13]([O:15][C:16]([CH3:19])([CH3:18])[CH3:17])=[O:14])[CH2:9][C@H:8]1[OH:20])=[N+:4]=[N-:5].[CH3:21]I.O>CN(C)C=O>[N:3]([CH2:6][C@H:7]1[CH2:12][CH2:11][N:10]([C:13]([O:15][C:16]([CH3:17])([CH3:19])[CH3:18])=[O:14])[CH2:9][C@H:8]1[O:20][CH3:21])=[N+:4]=[N-:5] |f:0.1|. Procedure details: To a solution of 60% sodium hydride (0.58 g) in dimethylformamide (10 ml) was added dropwise a solution of cis-4-azidomethyl-1-tert-butoxycarbonyl-3-hydroxypiperidine (3.4 g) in dimethylformamide (50 ml), and the resulting mixture was stirred at room temperature for 1 hr. Methyl iodide (1.24 ml) was added to the mixture with stirring, and the resulting mixture was stirred at room temperature for 15 hr. Water was added to the reaction mixture and the mixture was extracted with chloroform. The org... As a reaction SMILES: Cl.Cl[CH2:3][C:4]1[CH:5]=[C:6]([CH:19]=[CH:20][CH:21]=1)[O:7][CH2:8][C:9]1[CH:18]=[CH:17][C:16]2[C:11](=[CH:12][CH:13]=[CH:14][CH:15]=2)[N:10]=1.[OH:22][C:23]1([C:29]2[CH:34]=[CH:33][CH:32]=[CH:31][CH:30]=2)[CH2:28][CH2:27][NH:26][CH2:25][CH2:24]1.[OH-].[K+]>O.C(O)C>[OH:22][C:23]1([C:29]2[CH:34]=[CH:33][CH:32]=[CH:31][CH:30]=2)[CH2:28][CH2:27][N:26]([CH2:3][C:4]2[CH:5]=[C:6]([CH:19]=[CH:20][CH:21]=2)[O:7][CH2:8][C:9]2[CH:18]=[CH:17][C:16]3[C:11](=[CH:12][CH:13]=[CH:14][CH:15]=3)[N:10]=2)[CH2:25][CH2:24]1 |f:0.1,3.4|. The product is OC1(CCN(CC1)CC=1C=C(OCC2=NC3=CC=CC=C3C=C2)C=CC1)C1=CC=CC=C1 (2-[3-(4-Hydroxy-4-phenylpiperidin-1-ylmethyl)phenoxymethyl]quinoline). Procedure: A mixture of 3.2 g (0.01 mol) 2-(3-chloromethyl-phenoxymethyl)quinoline hydrochloride, 1.7 g (0.01 mol) 4-hydroxy-4-phenylpiperidine and 1.2 g (0.02 mol) KOH in 5 ml of H2O and 50 ml ethanol was heated over steam bath for a period of 3 hours. Reaction mixture was concentrated to dryness and slurried into water, and extracted with methylene chloride. The methylene chloride extract dried over MgSO4 and concentrated to dryness under reduced pressure to obtain solid. Repeated recrystallization from ... Reactants: Cl.ClCC=1C=C(OCC2=NC3=CC=CC=C3C=C2)C=CC1 (2-(3-chloromethyl-phenoxymethyl)quinoline hydrochloride), OC1(CCNCC1)C1=CC=CC=C1 (4-hydroxy-4-phenylpiperidine), [OH-].[K+] (KOH). Isolated yield 47.1%. Run in O (H2O), C(C)O (ethanol). Reactants: ClCC1CO1, O=Cc1cccc(O)c1, c1ccncc1. The product is O=Cc1cccc(OCC(O)CCl)c1. As a reaction SMILES: [Cl:10][CH2:11][CH:12]1[CH2:13][O:14]1.[OH:1][c:2]1[cH:3][c:4]([CH:5]=[O:6])[cH:7][cH:8][cH:9]1.[cH:15]1[cH:16][cH:17][n:18][cH:19][cH:20]1>>[O:1]([c:2]1[cH:3][c:4]([CH:5]=[O:6])[cH:7][cH:8][cH:9]1)[CH2:13][CH:12]([CH2:11][Cl:10])[OH:14].